The task is: describe an organic reaction: reactants, conditions, products, and yield. This data is from the Open Reaction Database (ORD), a public repository of structured organic reaction records. The reactants are O=C([O-])O, COc1ccc(-n2nc(OC)cc2-c2ccc(OCCN)cc2)cc1, CO, S=C(Cl)Cl, ClC(Cl)Cl, Cl, [NH4+], [Na+], [OH-]. Product: COc1ccc(-n2nc(OC)cc2-c2ccc(OCCNC(N)=S)cc2)cc1. RXN SMILES: [C:39](=[O:40])([OH:41])[O-:42].[CH3:2][O:3][c:4]1[n:5][n:6](-[c:19]2[cH:20][cH:21][c:22]([O:25][CH3:26])[cH:23][cH:24]2)[c:7](-[c:9]2[cH:10][cH:11][c:12]([O:13][CH2:14][CH2:15][NH2:16])[cH:17][cH:18]2)[cH:8]1.[CH3:33][OH:34].[Cl:27][C:28]([Cl:29])=[S:30].[Cl:35][CH:36]([Cl:37])[Cl:38].[ClH:1].[NH4+:31].[Na+:43].[OH-:32]>>[CH3:2][O:3][c:4]1[n:5][n:6](-[c:19]2[cH:20][cH:21][c:22]([O:25][CH3:26])[cH:23][cH:24]2)[c:7](-[c:9]2[cH:10][cH:11][c:12]([O:13][CH2:14][CH2:15][NH:16][C:28](=[S:30])[NH2:31])[cH:17][cH:18]2)[cH:8]1. Reactants: O.CN(C1=NC=C(C=C1)B(O)O)C (2-(dimethylamino)-pyridine-5-boronic acid hydrate), BrC=1C=C(N)C=CC1 (3-bromoaniline), C(=O)([O-])[O-].[Na+].[Na+] (Na2CO3). The reagents and catalysts are C=1C=CC(=CC1)[P](C=2C=CC=CC2)(C=3C=CC=CC3)[Pd]([P](C=4C=CC=CC4)(C=5C=CC=CC5)C=6C=CC=CC6)([P](C=7C=CC=CC7)(C=8C=CC=CC8)C=9C=CC=CC9)[P](C=1C=CC=CC1)(C=1C=CC=CC1)C=1C=CC=CC1 (Pd(PPh3)4). Solvent: COCCOC (DME). The product is CN(C1=CC=C(C=N1)C=1C=C(C=CC1)N)C (3-(6-dimethylamino-pyridin-3-yl)-phenylamine). Yield: 54.0%. Reaction SMILES: O.[CH3:2][N:3]([CH3:13])[C:4]1[CH:9]=[CH:8][C:7](B(O)O)=[CH:6][N:5]=1.Br[C:15]1[CH:16]=[C:17]([CH:19]=[CH:20][CH:21]=1)[NH2:18].C([O-])([O-])=O.[Na+].[Na+]>COCCOC.C1C=CC([P]([Pd]([P](C2C=CC=CC=2)(C2C=CC=CC=2)C2C=CC=CC=2)([P](C2C=CC=CC=2)(C2C=CC=CC=2)C2C=CC=CC=2)[P](C2C=CC=CC=2)(C2C=CC=CC=2)C2C=CC=CC=2)(C2C=CC=CC=2)C2C=CC=CC=2)=CC=1>[CH3:2][N:3]([CH3:13])[C:4]1[N:5]=[CH:6][C:7]([C:15]2[CH:16]=[C:17]([NH2:18])[CH:19]=[CH:20][CH:21]=2)=[CH:8][CH:9]=1 |f:0.1,3.4.5,^1:37,39,58,77|. Procedure details: 2-(dimethylamino)-pyridine-5-boronic acid hydrate (0.145 g, 0.872 mmol) and 3-bromoaniline (0.063 mL, 0.581 mmol) were combined in DME (3 mL) in a flame-dried, round-bottom flask. Na2CO3 (2M, 0.610 mL, 1.22 mmol) and Pd(PPh3)4 (0.02 g, 0.017 mmol) were added to the stirred solution. The reaction was refluxed overnight under argon flow, and subsequently cooled to room temperature. The solvent was removed under vacuum and the resulting residue was resuspended in CH2Cl2. The organic phase was dried... The reactants are CCOC(=O)c1cccc(Br)n1, CC(C)(C)OC(=O)NCc1ccccc1B(O)O, COCCOC, ClCCl, [Na+], [Na+], O=C([O-])[O-], c1ccc(P(c2ccccc2)(c2ccccc2)[Pd](P(c2ccccc2)(c2ccccc2)c2ccccc2)(P(c2ccccc2)(c2ccccc2)c2ccccc2)P(c2ccccc2)(c2ccccc2)c2ccccc2)cc1. The product is CCOC(=O)c1cccc(-c2ccccc2CNC(=O)OC(C)(C)C)n1. RXN SMILES: [Br:7][c:8]1[cH:9][cH:10][cH:11][c:12]([C:14](=[O:15])[O:16][CH2:17][CH3:18])[n:13]1.[C:19]([CH3:20])([CH3:21])([CH3:22])[O:23][C:24](=[O:25])[NH:26][CH2:27][c:28]1[c:29]([B:34]([OH:35])[OH:36])[cH:30][cH:31][cH:32][cH:33]1.[CH3:1][O:2][CH2:3][CH2:4][O:5][CH3:6].[Cl:43][CH2:44][Cl:45].[Na+:37].[Na+:38].[O-:39][C:40](=[O:41])[O-:42].[cH:46]1[cH:47][cH:48][c:49]([P:50]([Pd:51]([P:52]([c:53]2[cH:54][cH:55][cH:56][cH:57][cH:58]2)([c:59]2[cH:60][cH:61][cH:62][cH:63][cH:64]2)[c:65]2[cH:66][cH:67][cH:68][cH:69][cH:70]2)([P:71]([c:72]2[cH:73][cH:74][cH:75][cH:76][cH:77]2)([c:78]2[cH:79][cH:80][cH:81][cH:82][cH:83]2)[c:84]2[cH:85][cH:86][cH:87][cH:88][cH:89]2)[P:90]([c:91]2[cH:92][cH:93][cH:94][cH:95][cH:96]2)([c:97]2[cH:98][cH:99][cH:100][cH:101][cH:102]2)[c:103]2[cH:104][cH:105][cH:106][cH:107][cH:108]2)([c:109]2[cH:110][cH:111][cH:112][cH:113][cH:114]2)[c:115]2[cH:116][cH:117][cH:118][cH:119][cH:120]2)[cH:121][cH:122]1>>[c:8]1(-[c:29]2[c:28]([CH2:27][NH:26][C:24]([O:23][C:19]([CH3:20])([CH3:21])[CH3:22])=[O:25])[cH:33][cH:32][cH:31][cH:30]2)[cH:9][cH:10][cH:11][c:12]([C:14](=[O:15])[O:16][CH2:17][CH3:18])[n:13]1. The reactants are BrCc1ccc2ccccc2c1, CC(C)(C)OC(=O)N1CCC(c2ccc(OCc3ccccc3)cc2)C(O)C1. Product: CC(C)(C)OC(=O)N1CCC(c2ccc(OCc3ccccc3)cc2)C(Oc2ccc3ccccc3c2)C1. Reaction SMILES: [Br:29][CH2:30][c:31]1[cH:32][c:33]2[cH:34][cH:35][cH:36][cH:37][c:38]2[cH:39][cH:40]1.[CH2:1]([c:2]1[cH:3][cH:4][cH:5][cH:6][cH:7]1)[O:8][c:9]1[cH:10][cH:11][c:12]([CH:15]2[CH:16]([OH:28])[CH2:17][N:18]([C:21](=[O:22])[O:23][C:24]([CH3:25])([CH3:26])[CH3:27])[CH2:19][CH2:20]2)[cH:13][cH:14]1>>[CH2:1]([c:2]1[cH:3][cH:4][cH:5][cH:6][cH:7]1)[O:8][c:9]1[cH:10][cH:11][c:12]([CH:15]2[CH:16]([O:28][c:31]3[cH:32][c:33]4[cH:34][cH:35][cH:36][cH:37][c:38]4[cH:39][cH:40]3)[CH2:17][N:18]([C:21](=[O:22])[O:23][C:24]([CH3:25])([CH3:26])[CH3:27])[CH2:19][CH2:20]2)[cH:13][cH:14]1.